This data is from the Open Reaction Database (ORD), a public repository of structured organic reaction records. The task is: describe an organic reaction: reactants, conditions, products, and yield Starting materials: CC(C)(C)c1cc(SC2CCNCC2)cc(C(C)(C)C)c1O, C1CCOC1, COC(=O)c1ccc(S(=O)(=O)Cl)n1C, CCOC(C)=O, CCN(C(C)C)C(C)C, O. Product: COC(=O)c1ccc(S(=O)(=O)N2CCC(Sc3cc(C(C)(C)C)c(O)c(C(C)(C)C)c3)CC2)n1C. As a reaction SMILES: [C:1]([CH3:2])([CH3:3])([CH3:4])[c:5]1[c:6]([OH:22])[c:7]([C:18]([CH3:19])([CH3:20])[CH3:21])[cH:8][c:9]([S:11][CH:12]2[CH2:13][CH2:14][NH:15][CH2:16][CH2:17]2)[cH:10]1.[CH2:46]1[O:47][CH2:48][CH2:49][CH2:50]1.[CH3:32][O:33][C:34](=[O:35])[c:36]1[n:37]([CH3:45])[c:38]([S:41](=[O:42])(=[O:43])[Cl:44])[cH:39][cH:40]1.[CH3:51][CH2:52][O:53][C:54](=[O:55])[CH3:56].[CH:23]([N:24]([CH:25]([CH3:26])[CH3:27])[CH2:28][CH3:29])([CH3:30])[CH3:31].[OH2:57]>>[C:1]([CH3:2])([CH3:3])([CH3:4])[c:5]1[c:6]([OH:22])[c:7]([C:18]([CH3:19])([CH3:20])[CH3:21])[cH:8][c:9]([S:11][CH:12]2[CH2:13][CH2:14][N:15]([S:41]([c:38]3[n:37]([CH3:45])[c:36]([C:34]([O:33][CH3:32])=[O:35])[cH:40][cH:39]3)(=[O:42])=[O:43])[CH2:16][CH2:17]2)[cH:10]1.